From a dataset of the Open Reaction Database (ORD), a public repository of structured organic reaction records. describe an organic reaction: reactants, conditions, products, and yield Reactants: Cl (hydrochloric acid), NC(CC(=O)O)C (3-aminobutyric acid), [OH-].[Na+] (sodium hydroxide), C(C1=CC=CC=C1)OC(=O)Cl (benzyloxycarbonyl chloride). The solvent is O1CCCC1 (tetrahydrofuran). Run at time 8 hour. Product: C(C1=CC=CC=C1)OC(=O)NC(CC(=O)O)C (3-benzyloxycarbonylaminobutyric acid). As a reaction SMILES: [NH2:1][CH:2]([CH3:7])[CH2:3][C:4]([OH:6])=[O:5].[OH-].[Na+].[CH2:10]([O:17][C:18](Cl)=[O:19])[C:11]1[CH:16]=[CH:15][CH:14]=[CH:13][CH:12]=1.Cl>O1CCCC1>[CH2:10]([O:17][C:18]([NH:1][CH:2]([CH3:7])[CH2:3][C:4]([OH:6])=[O:5])=[O:19])[C:11]1[CH:16]=[CH:15][CH:14]=[CH:13][CH:12]=1 |f:1.2|. Procedure: To a mixture of 3-aminobutyric acid (0.52 g), 2 mol/L aqueous sodium hydroxide solution (10 mL) and tetrahydrofuran (10 mL) was added benzyloxycarbonyl chloride (1.07 mL), and the mixture was stirred at room temperature overnight. The reaction mixture was poured into 2 mol/L hydrochloric acid, and the resulting mixture was extracted with ethyl acetate. The extract was washed with water and brine, and dried over anhydrous sodium sulfate. The solvent was removed under reduced pressure. The residue... Procedure: The preparation from 3,5,5-trimethylhexanoic acid and isodecyl alcohol (mixture of methyl branched primary decanols from Hoechst) was analogous to Example 3; colorless liquid of medium viscosity; B.P. (1.3 mbar)=148°-154° C. RXN SMILES: [CH3:1][CH:2]([CH2:7][C:8]([CH3:11])([CH3:10])[CH3:9])[CH2:3][C:4]([OH:6])=[O:5].[CH2:12](O)[CH2:13][CH2:14][CH2:15][CH2:16][CH2:17][CH2:18][CH:19]([CH3:21])[CH3:20]>>[CH2:12]([O:5][C:4](=[O:6])[CH2:3][CH:2]([CH3:1])[CH2:7][C:8]([CH3:10])([CH3:9])[CH3:11])[CH2:13][CH2:14][CH2:15][CH2:16][CH2:17][CH2:18][CH:19]([CH3:21])[CH3:20]. The reactants are CC(CC(=O)O)CC(C)(C)C (3,5,5-trimethylhexanoic acid), C(CCCCCCC(C)C)O (isodecyl alcohol). Yields the product C(CCCCCCC(C)C)OC(CC(CC(C)(C)C)C)=O (3,5,5-trimethylhexanoic acid-isodecyl ester). Reactants: CC(C=O)OCc1ccccc1, CC(C)(N)CC(=O)NC1CCc2ccccc2NC1=O, O=C([O-])C(F)(F)F. The product is CC(CNC(C)(C)CC(=O)NC1CCc2ccccc2NC1=O)OCc1ccccc1. RXN SMILES: [CH2:28]([c:29]1[cH:30][cH:31][cH:32][cH:33][cH:34]1)[O:35][CH:36]([CH:37]=[O:38])[CH3:39].[NH2:1][C:2]([CH2:3][C:4](=[O:5])[NH:6][CH:7]1[C:8](=[O:18])[NH:9][c:10]2[c:11]([cH:14][cH:15][cH:16][cH:17]2)[CH2:12][CH2:13]1)([CH3:19])[CH3:20].[O-:21][C:22]([C:23]([F:24])([F:25])[F:26])=[O:27]>>[NH:1]([C:2]([CH2:3][C:4](=[O:5])[NH:6][CH:7]1[C:8](=[O:18])[NH:9][c:10]2[c:11]([cH:14][cH:15][cH:16][cH:17]2)[CH2:12][CH2:13]1)([CH3:19])[CH3:20])[CH2:37][CH:36]([O:35][CH2:28][c:29]1[cH:30][cH:31][cH:32][cH:33][cH:34]1)[CH3:39]. The reactants are [Li] (lithium), FC(C(=O)O)(F)F (trifluoroacetic acid), C[O-].[Li+] (lithium methoxide), C(N)(=O)OCC=1CS[C@H]2N(C1C(=O)[O-])C(C2)=O (3-carbamoyloxymethyl-3-cephem-4-carboxylate), P(Cl)(Cl)(Cl)(Cl)Cl (phosphorus pentachloride), N1=CC=CC2=CC=CC=C12 (quinoline). The solvent is CO (methanol), O1CCCC1 (tetrahydrofuran), CO (methanol). Run at temperature -70 celsius, time 30 minute. The product is Benzhydryl 7-(1',2'-dichloro-2'-α-thienylethylidenimino)-3-carbamoyloxymethyl-3-cephem-4-carboxylate, CO[C@@H]1[C@@H]2N(C(=C(CS2)COC(N)=O)C(=O)O)C1=O (7α-methoxy-3-carbamoyloxymethyl-3-cephem-4-carboxylic acid). As a reaction SMILES: [C:1]([O:4][CH2:5][C:6]1[CH2:7][S:8][C@@H:9]2[CH2:16][C:15](=[O:17])[N:10]2[C:11]=1[C:12]([O-:14])=[O:13])(=[O:3])[NH2:2].P(Cl)(Cl)(Cl)(Cl)Cl.N1C2C(=CC=CC=2)C=CC=1.C[O-].[Li+].[Li].FC(F)(F)[C:40](O)=[O:41]>O1CCCC1.CO>[CH3:40][O:41][C@H:16]1[C:15](=[O:17])[N:10]2[C:11]([C:12]([OH:14])=[O:13])=[C:6]([CH2:5][O:4][C:1](=[O:3])[NH2:2])[CH2:7][S:8][C@H:9]12 |f:3.4,^1:36|. Procedure: Benzhydryl 7-(1',2'-dichloro-2'-α-thienylethylidenimino)-3-carbamoyloxymethyl-3-cephem-4-carboxylate was prepared from benzhydryl 7β-)α-thienylchloroacetamido)-3-carbamoyloxymethyl-3-cephem-4-carboxylate(597 mg), phosphorus pentachloride(220 mg) and quinoline(0.15 ml) according to the same procedure as in Example 23 - (1) and dissolved in tetrahydrofuran(40 ml). To the solution was added a methanol solution of lithium methoxide prepared from lithium(12 mg) and methanol(4 ml) at -70°C. The reacti... Reactants: O (water), FC=1C=C(C=CC1)NC(CN1N=CC(=C1)NC1=NC=NC2=CC(=CC=C12)O)=O (N-(3-fluorophenyl)-2-{4-[(7-hydroxyquinazolin-4-yl)amino]-1H-pyrazol-1-yl}acetamide), C([O-])([O-])=O.[Cs+].[Cs+] (cesium carbonate), CS(=O)(=O)OCC1CN(CC1)C(=O)OC(C)(C)C (tert-butyl 3-{[(methylsulphonyl)oxy]methyl}pyrrolidine-1-carboxylate). Run in CC(=O)N(C)C (dimethyl acetamide). Conditions: temperature 80 celsius. The product is FC=1C=C(C=CC1)NC(CN1N=CC(=C1)NC1=NC=NC2=CC(=CC=C12)OCC1CN(CC1)C(=O)OC(C)(C)C)=O (tert-butyl 3-[({4-[(1-{2-[(3-fluorophenyl)amino]-2-oxoethyl}-1H-pyrazol-4-yl)amino]quinazolin-7-yl}oxy)methyl]pyrrolidine-1-carboxylate). Yield: 64.5%. RXN SMILES: [F:1][C:2]1[CH:3]=[C:4]([NH:8][C:9](=[O:28])[CH2:10][N:11]2[CH:15]=[C:14]([NH:16][C:17]3[C:26]4[C:21](=[CH:22][C:23]([OH:27])=[CH:24][CH:25]=4)[N:20]=[CH:19][N:18]=3)[CH:13]=[N:12]2)[CH:5]=[CH:6][CH:7]=1.C(=O)([O-])[O-].[Cs+].[Cs+].CS(O[CH2:40][CH:41]1[CH2:45][CH2:44][N:43]([C:46]([O:48][C:49]([CH3:52])([CH3:51])[CH3:50])=[O:47])[CH2:42]1)(=O)=O.O>CC(N(C)C)=O>[F:1][C:2]1[CH:3]=[C:4]([NH:8][C:9](=[O:28])[CH2:10][N:11]2[CH:15]=[C:14]([NH:16][C:17]3[C:26]4[C:21](=[CH:22][C:23]([O:27][CH2:40][CH:41]5[CH2:45][CH2:44][N:43]([C:46]([O:48][C:49]([CH3:50])([CH3:52])[CH3:51])=[O:47])[CH2:42]5)=[CH:24][CH:25]=4)[N:20]=[CH:19][N:18]=3)[CH:13]=[N:12]2)[CH:5]=[CH:6][CH:7]=1 |f:1.2.3|. Procedure: A mixture of N-(3-fluorophenyl)-2-{4-[(7-hydroxyquinazolin-4-yl)amino]-1H-pyrazol-1-yl}acetamide (0.59 g, 1.2 mmol), cesium carbonate (1.95 g, 6.0 mmol) and tert-butyl 3-{[(methylsulphonyl)oxy]methyl}pyrrolidine-1-carboxylate (assumed 1.3 mmol) in dimethyl acetamide (10 ml) was heated at 80° C. for 6 hours. The mixture was poured into water and extracted with ethyl acetate. The organic layer was separated, washed with brine, dried over magnesium sulphate and evaporated in vacuo. The residue was ... Reactants: [H-].[Al+3].[Li+].[H-].[H-].[H-] (Lithium aluminium hydride), CC1=C(N=C(O1)C1=CC=CC=C1)COC1=CC=C(CN2N=C(C(=C2)C(=O)OCC)C=2SC=CC2)C=C1 (ethyl 1-[4-(5-methyl-2-phenyl-4-oxazolylmethoxy)benzyl]-3-(2-thienyl)-1H-pyrazole-4-carboxylate), O.O.O.O.O.O.O.O.O.O.S(=O)(=O)([O-])[O-].[Na+].[Na+] (Sodium sulfate decahydrate). Run in O1CCCC1 (tetrahydrofuran). Run at time 30 minute. Product: CC1=C(N=C(O1)C1=CC=CC=C1)COC1=CC=C(CN2N=C(C(=C2)CO)C=2SC=CC2)C=C1 ([1-[4-(5-methyl-2-phenyl-4-oxazolylmethoxy)benzyl]-3-(2-thienyl)-1H-pyrazol-4-yl]methanol). Yield: 92.6%. RXN SMILES: [H-].[Al+3].[Li+].[H-].[H-].[H-].[CH3:7][C:8]1[O:12][C:11]([C:13]2[CH:18]=[CH:17][CH:16]=[CH:15][CH:14]=2)=[N:10][C:9]=1[CH2:19][O:20][C:21]1[CH:42]=[CH:41][C:24]([CH2:25][N:26]2[CH:30]=[C:29]([C:31](OCC)=[O:32])[C:28]([C:36]3[S:37][CH:38]=[CH:39][CH:40]=3)=[N:27]2)=[CH:23][CH:22]=1.O.O.O.O.O.O.O.O.O.O.S([O-])([O-])(=O)=O.[Na+].[Na+]>O1CCCC1>[CH3:7][C:8]1[O:12][C:11]([C:13]2[CH:14]=[CH:15][CH:16]=[CH:17][CH:18]=2)=[N:10][C:9]=1[CH2:19][O:20][C:21]1[CH:22]=[CH:23][C:24]([CH2:25][N:26]2[CH:30]=[C:29]([CH2:31][OH:32])[C:28]([C:36]3[S:37][CH:38]=[CH:39][CH:40]=3)=[N:27]2)=[CH:41][CH:42]=1 |f:0.1.2.3.4.5,7.8.9.10.11.12.13.14.15.16.17.18.19|. Procedure: Lithium aluminium hydride (1100 mg) was added gradually to a solution of ethyl 1-[4-(5-methyl-2-phenyl-4-oxazolylmethoxy)benzyl]-3-(2-thienyl)-1H-pyrazole-4-carboxylate (14.39 g) in tetrahydrofuran (50 ml) at 0° C., which was stirred for 30 minutes. Sodium sulfate decahydrate (12.14 g) was added to the reaction mixture, and the precipitate was removed by filtration. The filtrate was concentrated, and the residue was subjected to silica gel column chromatography to obtain [1-[4-(5-methyl-2-phenyl... Starting materials: C(CCCC)(=O)O (valeric acid), NC1=NC=CC=C1N (2,3-diaminopyridine), polyphosphoric acid. Conditions: temperature 100 celsius, time 5 hour. The product is C(CCC)C=1NC=2C(=NC=CC2)N1 (2-butylimidazo[4,5-b]pyridine). The yield is 94.8%. Reaction SMILES: [C:1](O)(=O)[CH2:2][CH2:3][CH2:4][CH3:5].[NH2:8][C:9]1[C:14]([NH2:15])=[CH:13][CH:12]=[CH:11][N:10]=1>>[CH2:2]([C:1]1[NH:15][C:14]2[C:9]([N:8]=1)=[N:10][CH:11]=[CH:12][CH:13]=2)[CH2:3][CH2:4][CH3:5]. Procedure: A mixture of valeric acid (5.50 mL, 50.4 mmol), 2,3-diaminopyridine (5.0 g, 45.8 mmol), and polyphosphoric acid (50 g) was heated to 100° C. with stirring for 5 hours. Basification (NH4OH), extraction (EtOAc, 4×20 mL), drying (K2CO3), and concentration gave 7.61 g (95%) of the title compound as an amorphous tan solid which was judged pure by 1H NMR and tlc (mp ca 80° C. without recrystallization). Reactants: CO, COC(=O)c1ccc(-c2ccccn2)cc1, [Na+], [OH-]. Product: O=C(O)c1ccc(-c2ccccn2)cc1. Reaction SMILES: [CH3:17][OH:18].[CH3:1][O:2][C:3]([c:4]1[cH:5][cH:6][c:7](-[c:10]2[n:11][cH:12][cH:13][cH:14][cH:15]2)[cH:8][cH:9]1)=[O:16].[Na+:20].[OH-:19]>>[O:2]=[C:3]([c:4]1[cH:5][cH:6][c:7](-[c:10]2[n:11][cH:12][cH:13][cH:14][cH:15]2)[cH:8][cH:9]1)[OH:16].